Dataset: the Open Reaction Database (ORD), a public repository of structured organic reaction records. Task: describe an organic reaction: reactants, conditions, products, and yield The reactants are CN1N=CC(=C1)B1OC(C(O1)(C)C)(C)C (1-Methyl-4-(4,4,5,5-tetramethyl-1,3,2-dioxaborolan-2-yl)-1H-pyrazole), C([O-])([O-])=O.[Na+].[Na+] (sodium carbonate), BrC=1C=CC(=C(C(=O)NC=2C=NC=CC2)C1)OCC1=C(C=C(C=C1)F)F (5-Bromo-2-{[(2,4-difluorophenyl)methyl]oxy}-N-3-Pyridinylbenzamide). The reagents and catalysts are C=1C=CC(=CC1)[P](C=2C=CC=CC2)(C=3C=CC=CC3)[Pd]([P](C=4C=CC=CC4)(C=5C=CC=CC5)C=6C=CC=CC6)([P](C=7C=CC=CC7)(C=8C=CC=CC8)C=9C=CC=CC9)[P](C=1C=CC=CC1)(C=1C=CC=CC1)C=1C=CC=CC1 (tetrakis(triphenylphosphine)palladium(0)). Solvent: COCCOC (1,2-dimethoxyethane). Run at temperature 120 celsius. Yields the product FC1=C(C=CC(=C1)F)COC1=C(C(=O)NC=2C=NC=CC2)C=C(C=C1)C=1C=NN(C1)C (2-{[(2,4-Difluorophenyl)methyl]oxy}-5-(1-methyl-1H-pyrazol-4-yl)-N-3-pyridinylbenzamide). RXN SMILES: [CH3:1][N:2]1[CH:6]=[C:5](B2OC(C)(C)C(C)(C)O2)[CH:4]=[N:3]1.C(=O)([O-])[O-].[Na+].[Na+].Br[C:23]1[CH:24]=[CH:25][C:26]([O:38][CH2:39][C:40]2[CH:45]=[CH:44][C:43]([F:46])=[CH:42][C:41]=2[F:47])=[C:27]([CH:37]=1)[C:28]([NH:30][C:31]1[CH:32]=[N:33][CH:34]=[CH:35][CH:36]=1)=[O:29]>COCCOC.C1C=CC([P]([Pd]([P](C2C=CC=CC=2)(C2C=CC=CC=2)C2C=CC=CC=2)([P](C2C=CC=CC=2)(C2C=CC=CC=2)C2C=CC=CC=2)[P](C2C=CC=CC=2)(C2C=CC=CC=2)C2C=CC=CC=2)(C2C=CC=CC=2)C2C=CC=CC=2)=CC=1>[F:47][C:41]1[CH:42]=[C:43]([F:46])[CH:44]=[CH:45][C:40]=1[CH2:39][O:38][C:26]1[CH:25]=[CH:24][C:23]([C:5]2[CH:4]=[N:3][N:2]([CH3:1])[CH:6]=2)=[CH:37][C:27]=1[C:28]([NH:30][C:31]1[CH:32]=[N:33][CH:34]=[CH:35][CH:36]=1)=[O:29] |f:1.2.3,^1:57,59,78,97|. Procedure details: 1-Methyl-4-(4,4,5,5-tetramethyl-1,3,2-dioxaborolan-2-yl)-1H-pyrazole (112 mg, 0.54 mmol), tetrakis(triphenylphosphine)palladium(0) (24.81 mg, 0.02 mmol) and sodium carbonate (0.72 ml, 0.72 mmol) were added to a solution of 5-bromo-2-{[(2,4-difluorophenyl)methyl]oxy}-N-3-pyridinylbenzamide (may be prepared by Example 81; 150 mg, 0.36 mmol) in 1,2-dimethoxyethane (3 ml), and the mixture was heated to 120° C. for 1 hr under microwave conditions. The mixture was evaporated under reduced pressure and... Reactants: 2, Cl (hydrochloric acid), N1=CC=C(C=C1)CCCOC(CC1=C(C=CC=C1)NC1=C(C=CC=C1Cl)Cl)=O ([o-(2,6-Dichloro-anilino)-phenyl]-acetic acid-3-(4-pyridyl)-propyl ester). The solvent is CCOCC (ether). Yields the product Cl.N1=CC=C(C=C1)CCCOC(CC1=C(C=CC=C1)NC1=C(C=CC=C1Cl)Cl)=O ([o-(2,6-Dichloro-anilino)-phenyl]-acetic acid-3-(4-pyridyl)-propyl ester hydrochloride). RXN SMILES: Cl.[N:2]1[CH:7]=[CH:6][C:5]([CH2:8][CH2:9][CH2:10][O:11][C:12](=[O:29])[CH2:13][C:14]2[CH:19]=[CH:18][CH:17]=[CH:16][C:15]=2[NH:20][C:21]2[C:26]([Cl:27])=[CH:25][CH:24]=[CH:23][C:22]=2[Cl:28])=[CH:4][CH:3]=1>CCOCC>[ClH:27].[N:2]1[CH:7]=[CH:6][C:5]([CH2:8][CH2:9][CH2:10][O:11][C:12](=[O:29])[CH2:13][C:14]2[CH:19]=[CH:18][CH:17]=[CH:16][C:15]=2[NH:20][C:21]2[C:22]([Cl:28])=[CH:23][CH:24]=[CH:25][C:26]=2[Cl:27])=[CH:4][CH:3]=1 |f:3.4|. Procedure details: While stirring, 10 ml of 2 normal ethereal hydrochloric acid are added dropwise to a solution of 4.2 g of [o-(2,6-dichloro-anilino)-phenyl]-acetic acid-3-(4-pyridyl)-propyl ester (cf. Example 3) in 100 ml of anhydrous ether. The precipitated crystals are filtered off and recrystallised from ethanol/ether. The [o-(2,6-dichloro-anilino)-phenyl]-acetic acid-3-(4-pyridyl)-propyl ester hydrochloride melts at 166°-170°C. Starting materials: O1CCC2=C1C=CC(=C2)B(O)O (2,3-dihydrobenzofuran-5-boronic acid), BrC=1C=C(N)C=CC1 (3-bromoaniline), C(=O)([O-])[O-].[Na+].[Na+] (Na2CO3). The reagents and catalysts are C=1C=CC(=CC1)[P](C=2C=CC=CC2)(C=3C=CC=CC3)[Pd]([P](C=4C=CC=CC4)(C=5C=CC=CC5)C=6C=CC=CC6)([P](C=7C=CC=CC7)(C=8C=CC=CC8)C=9C=CC=CC9)[P](C=1C=CC=CC1)(C=1C=CC=CC1)C=1C=CC=CC1 (Pd(PPh3)4). Solvent: COCCOC (DME). Yields the product O1CCC2=C1C=CC(=C2)C=2C=C(C=CC2)N (3-(2,3-Dihydro-benzofuran-5-yl)-phenylamine). Yield: 78.0%. RXN SMILES: [O:1]1[C:5]2[CH:6]=[CH:7][C:8](B(O)O)=[CH:9][C:4]=2[CH2:3][CH2:2]1.Br[C:14]1[CH:15]=[C:16]([CH:18]=[CH:19][CH:20]=1)[NH2:17].C([O-])([O-])=O.[Na+].[Na+]>COCCOC.C1C=CC([P]([Pd]([P](C2C=CC=CC=2)(C2C=CC=CC=2)C2C=CC=CC=2)([P](C2C=CC=CC=2)(C2C=CC=CC=2)C2C=CC=CC=2)[P](C2C=CC=CC=2)(C2C=CC=CC=2)C2C=CC=CC=2)(C2C=CC=CC=2)C2C=CC=CC=2)=CC=1>[O:1]1[C:5]2[CH:6]=[CH:7][C:8]([C:14]3[CH:15]=[C:16]([NH2:17])[CH:18]=[CH:19][CH:20]=3)=[CH:9][C:4]=2[CH2:3][CH2:2]1 |f:2.3.4,^1:36,38,57,76|. Procedure details: 2,3-dihydrobenzofuran-5-boronic acid (0.114 g, 0.693 mmol) and 3-bromoaniline (0.05 mL, 0.462 mmol) were combined in DME (2 mL) in a flame-dried, round-bottom flask. Na2CO3 (2M, 0.485 mL, 0.970 mmol) and Pd(PPh3)4 (0.017 g, 0.014 mmol) were added to the stirred solution. The reaction was refluxed overnight under argon flow, and subsequently cooled to room temperature. The solvent was removed under vacuum and the resulting residue was resuspended in H2O and extracted with CH2Cl2. The organic phas... Product: CC(=C)C1=CC=CC=C1 (α-methylstyrene). Reported procedure: A pigment preparation consisting of 35% of carbon black (surface area, measured by the BET method, of 230 m2 /g), 5% of a reaction product of 1 mol of nonylphenol and 6 mols of ethylene oxide, 6% of a reaction product of 1 mol of nonylphenol and 10 mols of ethylene oxide and 54% of a copolymer obtained from 69% of α-methylstyrene and 31% of acrylonitrile is produced as follows: Yield: 69.0%. RXN SMILES: C.CCCCCCC[CH2:9][CH2:10][C:11]1[CH:12]=[CH:13][C:14](O)=[CH:15][CH:16]=1.[CH2:18]1OC1>>[CH3:18][C:10]([C:11]1[CH:16]=[CH:15][CH:14]=[CH:13][CH:12]=1)=[CH2:9]. Starting materials: C (carbon black), reaction product, C1CO1 (ethylene oxide), copolymer, C1CO1 (ethylene oxide), reaction product, CCCCCCCCCC=1C=CC(=CC1)O (nonylphenol), CCCCCCCCCC=1C=CC(=CC1)O (nonylphenol). Reactants: CC(C)C(=O)Nc1cccc(C2CCNCC2)c1, O=C(CCCCCl)c1cccc(Cl)c1, [K+], [K+], O=C([O-])[O-]. Product: CC(C)C(=O)Nc1cccc(C2CCN(CCCCC(=O)c3cccc(Cl)c3)CC2)c1. RXN SMILES: [CH3:21][CH:22]([C:23](=[O:24])[NH:25][c:26]1[cH:27][c:28]([CH:32]2[CH2:33][CH2:34][NH:35][CH2:36][CH2:37]2)[cH:29][cH:30][cH:31]1)[CH3:38].[Cl:7][c:8]1[cH:9][c:10]([C:14]([CH2:15][CH2:16][CH2:17][CH2:18][Cl:19])=[O:20])[cH:11][cH:12][cH:13]1.[K+:1].[K+:2].[O-:3][C:4]([O-:5])=[O:6]>>[Cl:7][c:8]1[cH:9][c:10]([C:14]([CH2:15][CH2:16][CH2:17][CH2:18][N:35]2[CH2:34][CH2:33][CH:32]([c:28]3[cH:27][c:26]([NH:25][C:23]([CH:22]([CH3:21])[CH3:38])=[O:24])[cH:31][cH:30][cH:29]3)[CH2:37][CH2:36]2)=[O:20])[cH:11][cH:12][cH:13]1. Reactants: FC=1C(=C2/C(/C(NC2=CC1)=O)=C/C1=C(N=CN1)C)I ((Z)-1,3-dihydro-5-fluoro-4-iodo-3-[(4-methyl-1H-imidazol-5-yl)methylene]-2H-indol-2-one), FC=1C(=C2/C(/C(NC2=CC1)=O)=C/C1=C(N=CN1)C)I ((Z)-1,3-dihydro-5-fluoro-4-iodo-3-[(4-methyl-1H-imidazol-5-yl)methylene]-2H-indol-2-one), C(=O)([O-])[O-].[Na+].[Na+] (Na2CO3), COC1=C(C=CC(=C1)OC)B(O)O (2,4-dimethoxyphenylboronic acid), CN(C)C=O (DMF). Reagents/catalysts: Cl[Pd]([P](C1=CC=CC=C1)(C2=CC=CC=C2)C3=CC=CC=C3)([P](C4=CC=CC=C4)(C5=CC=CC=C5)C6=CC=CC=C6)Cl ((Ph3P)2PdCl2). Run in COCCOC (1,2-dimethoxyethane). Yields the product COC1=C(C=CC(=C1)OC)C1=C2/C(/C(NC2=CC=C1F)=O)=C/C1=C(N=CN1)C ((Z)-1,3-Dihydro-4-(2,4-dimethoxyphenyl)-5-fluoro-3-[(4-methyl-1H-imidazol-5-yl)methylene]-2H-indol-2-one). As a reaction SMILES: [F:1][C:2]1[C:3](I)=[C:4]2[C:8](=[CH:9][CH:10]=1)[NH:7][C:6](=[O:11])/[C:5]/2=[CH:12]\[C:13]1[NH:17][CH:16]=[N:15][C:14]=1[CH3:18].C([O-])([O-])=O.[Na+].[Na+].[CH3:26][O:27][C:28]1[CH:33]=[C:32]([O:34][CH3:35])[CH:31]=[CH:30][C:29]=1B(O)O.CN(C=O)C>Cl[Pd](Cl)([P](C1C=CC=CC=1)(C1C=CC=CC=1)C1C=CC=CC=1)[P](C1C=CC=CC=1)(C1C=CC=CC=1)C1C=CC=CC=1.COCCOC>[CH3:26][O:27][C:28]1[CH:33]=[C:32]([O:34][CH3:35])[CH:31]=[CH:30][C:29]=1[C:3]1[C:2]([F:1])=[CH:10][CH:9]=[C:8]2[C:4]=1/[C:5](=[CH:12]/[C:13]1[NH:17][CH:16]=[N:15][C:14]=1[CH3:18])/[C:6](=[O:11])[NH:7]2 |f:1.2.3,^1:46,65|. Procedure: A solution of (Z)-1,3-dihydro-5-fluoro-4-iodo-3-[(4-methyl-1H-imidazol-5-yl)methylene]-2H-indol-2-one (50 mg, 0.135 mmol) (Starting Material 11), 2M aqueous Na2CO3 solution (0.14 mL), (Ph3P)2PdCl2 (11 mg, 0.0135 mmol) and 2,4-dimethoxyphenylboronic acid (61.7 mg, 0.339 mmol) (Lancaster) in a 1:4 mixture of DMF:1,2-dimethoxyethane (5 mL) was heated at 104° C. for 2 days. The reaction mixture was concentrated and the crude material was purified by C18 reverse phase chromatography to give (Z)-1,3-D... The reactants are CCCCCCCCBr, [Li]CCCC, CCCCCC, CC(C)NC(C)C, CCCCCCCCOc1ccc(-c2cccc(F)n2)cc1, C1CCOC1, O. Yields the product CCCCCCCCOc1ccc(-c2ccc(CCCCCCCC)c(F)n2)cc1. As a reaction SMILES: [Br:35][CH2:36][CH2:37][CH2:38][CH2:39][CH2:40][CH2:41][CH2:42][CH3:43].[CH2:8]([Li:9])[CH2:10][CH2:11][CH3:12].[CH3:49][CH2:50][CH2:51][CH2:52][CH2:53][CH3:54].[CH:1]([NH:2][CH:3]([CH3:4])[CH3:5])([CH3:6])[CH3:7].[F:13][c:14]1[n:15][c:16](-[c:20]2[cH:21][cH:22][c:23]([O:26][CH2:27][CH2:28][CH2:29][CH2:30][CH2:31][CH2:32][CH2:33][CH3:34])[cH:24][cH:25]2)[cH:17][cH:18][cH:19]1.[O:44]1[CH2:45][CH2:46][CH2:47][CH2:48]1.[OH2:55]>>[F:13][c:14]1[n:15][c:16](-[c:20]2[cH:21][cH:22][c:23]([O:26][CH2:27][CH2:28][CH2:29][CH2:30][CH2:31][CH2:32][CH2:33][CH3:34])[cH:24][cH:25]2)[cH:17][cH:18][c:19]1[CH2:36][CH2:37][CH2:38][CH2:39][CH2:40][CH2:41][CH2:42][CH3:43]. The reactants are Clc1ncc(Br)c(Cl)n1, COc1c(O[Si](C)(C)C(C)(C)C)cc(F)c(F)c1C=O, CCOC(C)=O, CC(C)[Mg+], [Cl-], [Cl-], [NH4+], C1CCOC1, O. Product: COc1c(O[Si](C)(C)C(C)(C)C)cc(F)c(F)c1C(O)c1cnc(Cl)nc1Cl. Reaction SMILES: [Br:1][c:2]1[c:3]([Cl:9])[n:4][c:5]([Cl:8])[n:6][cH:7]1.[C:15]([CH3:16])([CH3:17])([CH3:18])[Si:19]([O:20][c:21]1[c:22]([O:31][CH3:32])[c:23]([CH:24]=[O:25])[c:26]([F:30])[c:27]([F:29])[cH:28]1)([CH3:33])[CH3:34].[CH3:43][CH2:44][O:45][C:46](=[O:47])[CH3:48].[CH:11]([Mg+:12])([CH3:13])[CH3:14].[Cl-:10].[Cl-:35].[NH4+:36].[O:37]1[CH2:38][CH2:39][CH2:40][CH2:41]1.[OH2:42]>>[c:2]1([CH:24]([c:23]2[c:22]([O:31][CH3:32])[c:21]([O:20][Si:19]([C:15]([CH3:16])([CH3:17])[CH3:18])([CH3:33])[CH3:34])[cH:28][c:27]([F:29])[c:26]2[F:30])[OH:25])[c:3]([Cl:9])[n:4][c:5]([Cl:8])[n:6][cH:7]1.